This data is from the Open Reaction Database (ORD), a public repository of structured organic reaction records. The task is: describe an organic reaction: reactants, conditions, products, and yield The reactants are BrC1=CC=C2C=C(N=CC2=N1)O (7-bromo-3-hydroxy-8-azaisoquinoline), BrCC=1C=C(C(=O)OC)C=CC1 (methyl 3-(bromomethyl)benzoate), C([O-])([O-])=O.[Cs+].[Cs+] (cesium carbonate). The solvent is CN(C=O)C (dimethyl-formamide). The product is COC(C1=CC(=CC=C1)CN1C=C2N=C(C=CC2=CC1=O)Br)=O (3-(7-bromo-3-oxo-2H-8-azaisoquinolin-2-ylmethyl)benzoic acid methyl ester). RXN SMILES: [Br:1][C:2]1[N:11]=[C:10]2[C:5]([CH:6]=[C:7]([OH:12])[N:8]=[CH:9]2)=[CH:4][CH:3]=1.Br[CH2:14][C:15]1[CH:16]=[C:17]([CH:22]=[CH:23][CH:24]=1)[C:18]([O:20][CH3:21])=[O:19].C(=O)([O-])[O-].[Cs+].[Cs+]>CN(C)C=O>[CH3:21][O:20][C:18](=[O:19])[C:17]1[CH:22]=[CH:23][CH:24]=[C:15]([CH2:14][N:8]2[C:7](=[O:12])[CH:6]=[C:5]3[C:10]([N:11]=[C:2]([Br:1])[CH:3]=[CH:4]3)=[CH:9]2)[CH:16]=1 |f:2.3.4|. Procedure: The alkylation of 7-bromo-3-hydroxy-8-azaisoquinoline (1.00 g, 4.46 mmol) using methyl 3-(bromomethyl)benzoate (1.53 g, 6.69 mmol) and cesium carbonate (2.18 g, 6.69 mmol) in dimethyl-formamide is carried out as previously described in Example 1, Step (1). Purification on a silica gel column eluted with hexanes/ethyl acetate 3:1, followed by trituration with hexanes/ethyl acetate 4:1 will afford the desired product. Starting materials: C(C)OC(C(C)(C)OC1=C(C=C(C=C1)OCC1=CC=CC=C1)CNC(=O)OC(C)(C)C)=O (2-[4-benzyloxy-2-(tert-butoxycarbonylamino-methyl)-phenoxy]-2-methyl-propionic acid ethyl ester), Pd on-carbon. Run in C1CCOC1 (THF). Conditions: time 18 hour. Yields the product C(C)OC(C(C)(C)OC1=C(C=C(C=C1)O)CNC(=O)OC(C)(C)C)=O (2-[2-(tert-Butoxycarbonylamino-methyl)-4-hydroxy-phenoxy]-2-methyl-propionic acid ethyl ester). The yield is 68.4%. As a reaction SMILES: [CH2:1]([O:3][C:4](=[O:32])[C:5]([O:8][C:9]1[CH:14]=[CH:13][C:12]([O:15]CC2C=CC=CC=2)=[CH:11][C:10]=1[CH2:23][NH:24][C:25]([O:27][C:28]([CH3:31])([CH3:30])[CH3:29])=[O:26])([CH3:7])[CH3:6])[CH3:2]>C1COCC1>[CH2:1]([O:3][C:4](=[O:32])[C:5]([O:8][C:9]1[CH:14]=[CH:13][C:12]([OH:15])=[CH:11][C:10]=1[CH2:23][NH:24][C:25]([O:27][C:28]([CH3:31])([CH3:30])[CH3:29])=[O:26])([CH3:7])[CH3:6])[CH3:2]. Reported procedure: A solution of 2-[4-benzyloxy-2-(tert-butoxycarbonylamino-methyl)-phenoxy]-2-methyl-propionic acid ethyl ester (0.38 g, 0.86 mmol) in THF (15 mL) was treated with 5% Pd-on-carbon (47 mg) and shaken under a hydrogen atmosphere (60 psi) at ambient temperature for 18 h. The mixture was filtered through Celite and concentrated. The crude product was purified by radial chromatography (hexanes/EtOAc 2.5/1) to give the title compound (208 mg g, 69%).